Dataset: the Open Reaction Database (ORD), a public repository of structured organic reaction records. Task: describe an organic reaction: reactants, conditions, products, and yield Starting materials: O=C(O)CBr, CCO, S=c1[nH]c2cc(Cl)c(C#Cc3ccccc3)cc2[nH]1, Cl, [K+], [OH-], O. The product is O=C(O)CSc1nc2cc(C#Cc3ccccc3)c(Cl)cc2[nH]1. RXN SMILES: [Br:1][CH2:2][C:3](=[O:4])[OH:5].[CH3:28][CH2:29][OH:30].[Cl:6][c:7]1[cH:8][c:9]2[c:10]([nH:11][c:12](=[S:14])[nH:13]2)[cH:15][c:16]1[C:17]#[C:18][c:19]1[cH:20][cH:21][cH:22][cH:23][cH:24]1.[ClH:27].[K+:26].[OH-:25].[OH2:31]>>[CH2:2]([C:3](=[O:4])[OH:5])[S:14][c:12]1[n:11][c:10]2[c:9]([cH:8][c:7]([Cl:6])[c:16]([C:17]#[C:18][c:19]3[cH:20][cH:21][cH:22][cH:23][cH:24]3)[cH:15]2)[nH:13]1. Reactants: NC1=C(C(=O)O)C=CC=C1Cl (2-amino-3-chlorobenzoic acid), CN (methylamine), C1(CCC1)N1CCC(CC1)OC1=CC=C(C=O)C=C1 (4-[(1-cyclobutyl-4-piperidinyl)oxy]benzaldehyde). Yields the product ClC=1C=CC=C2C(N(C(=NC12)C1=CC=C(C=C1)OC1CCN(CC1)C1CCC1)C)=O (8-Chloro-2-{4-[(1-cyclobutylpiperidin-4-yl)oxy]phenyl}-3-methylquinazolin-4(3H)-one). RXN SMILES: [NH2:1][C:2]1[C:10]([Cl:11])=[CH:9][CH:8]=[CH:7][C:3]=1[C:4]([OH:6])=O.[CH3:12][NH2:13].[CH:14]1([N:18]2[CH2:23][CH2:22][CH:21]([O:24][C:25]3[CH:32]=[CH:31][C:28]([CH:29]=O)=[CH:27][CH:26]=3)[CH2:20][CH2:19]2)[CH2:17][CH2:16][CH2:15]1>>[Cl:11][C:10]1[CH:9]=[CH:8][CH:7]=[C:3]2[C:2]=1[N:1]=[C:29]([C:28]1[CH:31]=[CH:32][C:25]([O:24][CH:21]3[CH2:22][CH2:23][N:18]([CH:14]4[CH2:17][CH2:16][CH2:15]4)[CH2:19][CH2:20]3)=[CH:26][CH:27]=1)[N:13]([CH3:12])[C:4]2=[O:6]. Procedure: The entitled compound was obtained according to the method of Example 15 but starting from 2-amino-3-chlorobenzoic acid, methylamine and 4-[(1-cyclobutyl-4-piperidinyl)oxy]benzaldehyde. Reactants: C(C)(C)(C)OC(=O)N1CCC(CC1)COC1=CC=C(C=C1)[N+](=O)[O-] (1-tert-Butyloxycarbonyl-4-[(4-nitrophenyloxy)methyl]piperidine), Cl (hydrochloric acid). The reagents and catalysts are [Pd] (palladium/carbon). Solvent: C(C)O (ethanol). Yields the product C(C)(C)(C)OC(=O)N1CCC(CC1)COC1=CC=C(C=C1)N (1-tert-butyloxycarbonyl-4-[(4-aminophenyloxy)methyl]piperidine). Isolated yield 57.8%. Reaction SMILES: [C:1]([O:5][C:6]([N:8]1[CH2:13][CH2:12][CH:11]([CH2:14][O:15][C:16]2[CH:21]=[CH:20][C:19]([N+:22]([O-])=O)=[CH:18][CH:17]=2)[CH2:10][CH2:9]1)=[O:7])([CH3:4])([CH3:3])[CH3:2].Cl>C(O)C.[Pd]>[C:1]([O:5][C:6]([N:8]1[CH2:9][CH2:10][CH:11]([CH2:14][O:15][C:16]2[CH:21]=[CH:20][C:19]([NH2:22])=[CH:18][CH:17]=2)[CH2:12][CH2:13]1)=[O:7])([CH3:4])([CH3:2])[CH3:3]. Procedure: 1-tert-Butyloxycarbonyl-4-[(4-nitrophenyloxy)methyl]piperidine (1.9 g) was dissolved in ethanol (40 ml) and to the mixture was added conc. hydrochloric acid (0.5 ml). By using 10% palladium/carbon as a catalyst, catalytic reduction was conducted at normal pressure and room temperature overnight. After completion of the reaction, the catalyst was removed by filtration and the filtrate was concentrated under reduced pressure. The concentrate was diluted with methylene chloride and washed with aque... RXN SMILES: [Br:1][c:2]1[cH:3][c:4]([C:5]#[N:6])[cH:7][cH:8][cH:9]1.[NH2:12][CH2:13][CH2:14][NH2:15].[OH2:11].[S:10]>>[Br:1][c:2]1[cH:3][c:4]([C:5]2=[N:6][CH2:14][CH2:13][NH:12]2)[cH:7][cH:8][cH:9]1. Starting materials: N#Cc1cccc(Br)c1, NCCN, O, S. Yields the product Brc1cccc(C2=NCCN2)c1. Reaction SMILES: [Cl:2][c:3]1[c:4]([CH2:5][N:6]2[CH2:7][CH2:8][CH2:9][CH2:10][CH2:11]2)[c:12]([O:18][CH3:19])[cH:13][c:14]([O:16][CH3:17])[cH:15]1.[IH:1].[Na+:20].[Na+:21].[O-:22][C:23](=[O:24])[O-:25]>>[Cl:2][c:3]1[c:4]([CH2:5][N:6]2[CH2:7][CH2:8][CH2:9][CH2:10][CH2:11]2)[c:12]([O:18][CH3:19])[cH:13][c:14]([OH:16])[cH:15]1. The product is COc1cc(O)cc(Cl)c1CN1CCCCC1. Reactants: COc1cc(Cl)c(CN2CCCCC2)c(OC)c1, I, [Na+], [Na+], O=C([O-])[O-]. The reactants are CCCC(=O)OCCOC(=O)ON1C(=O)CCC1=O, NC(CO)C(=O)O. The product is CCCC(=O)OCCOC(=O)NC(CO)C(=O)O. Reaction SMILES: [C:8]([CH2:9][CH2:10][CH3:11])(=[O:12])[O:13][CH2:14][CH2:15][O:16][C:17](=[O:18])[O:19][N:20]1[C:21](=[O:22])[CH2:23][CH2:24][C:25]1=[O:26].[NH2:1][CH:2]([CH2:3][OH:4])[C:5]([OH:6])=[O:7]>>[NH:1]([CH:2]([CH2:3][OH:4])[C:5]([OH:6])=[O:7])[C:17]([O:16][CH2:15][CH2:14][O:13][C:8]([CH2:9][CH2:10][CH3:11])=[O:12])=[O:18]. The reactants are amine, Cl.CNOC (N,O-dimethylhydroxylamine hydrochloride), C([O-])([O-])=O.[K+].[K+] (potassium carbonate), C(C)(C)(C)OC(=O)C(C)(C)SC=1SC=C(N1)C(=O)O (2-(1-tert-Butoxycarbonyl-1-methyl-ethylsulfanyl)-1,3-thiazole-4-carboxylic acid), Cl.C(C)N=C=NCCCN(C)C (1-ethyl-3-(3-dimethylaminopropyl)carbodiimide hydrochloride), ON1N=NC2=C1C=CC=C2 (1-hydroxybenzotriazole). Solvent: O1CCCC1 (tetrahydrofuran), CN(C=O)C (dimethylformamide). Conditions: time 30 minute. Yields the product C(C)(C)(C)OC(C(C)(C)SC=1SC=C(N1)C(=O)N(C)OC)=O (2-[(4-{[methoxy(methyl)amino]carbonyl}-1,3-thiazol-2-yl)thio]-2-methylpropionic acid tert-butyl ester). The yield is 94.0%. RXN SMILES: [C:1]([O:5][C:6]([C:8]([S:11][C:12]1[S:13][CH:14]=[C:15]([C:17]([OH:19])=O)[N:16]=1)([CH3:10])[CH3:9])=[O:7])([CH3:4])([CH3:3])[CH3:2].Cl.C(N=C=NCCCN(C)C)C.ON1C2C=CC=CC=2N=N1.Cl.[CH3:43][NH:44][O:45][CH3:46].C(=O)([O-])[O-].[K+].[K+]>CN(C)C=O.O1CCCC1>[C:1]([O:5][C:6](=[O:7])[C:8]([S:11][C:12]1[S:13][CH:14]=[C:15]([C:17]([N:44]([O:45][CH3:46])[CH3:43])=[O:19])[N:16]=1)([CH3:9])[CH3:10])([CH3:2])([CH3:3])[CH3:4] |f:1.2,4.5,6.7.8|. Procedure: 2-(1-tert-Butoxycarbonyl-1-methyl-ethylsulfanyl)-1,3-thiazole-4-carboxylic acid (30.34 g), 1-ethyl-3-(3-dimethylaminopropyl)carbodiimide hydrochloride (19.17 g) and 1-hydroxybenzotriazole (13.35 g) were dissolved in dimethylformamide (550 ml) under ice-cooling, and the mixture was warmed to room temperature and stirred for 1 hr 30 min. Separately, N,O-dimethylhydroxylamine hydrochloride (14.63 g) was suspended in tetrahydrofuran (50 mL), 20% aqueous potassium carbonate solution (50 mL) was added... Starting materials: C(C)(C)(C)OC(N(C[C@H](CC(C)C)C(=O)N1CCN(CC1)C1=CC=C(C=C1)C1=CC=CC=C1)OCC1=CC=CC=C1)=O (tert-butyl(benzyloxy){(2S)-2-[(4-biphenyl-4-ylpiperazin-1-yl)carbonyl]-4-methyl pentyl}carbamate), C(=O)O (formic acid), C(C)(=O)OC(C)=O (acetic anhydride). Yields the product C(C1=CC=CC=C1)ON(C=O)C[C@H](CC(C)C)C(=O)N1CCN(CC1)C1=CC=C(C=C1)C1=CC=CC=C1 (N-(benzyloxy)-N-{(2S)-2-[(4-biphenyl-4-ylpiperazin-1-yl)carbonyl]-4-methylpentyl}formamide). Yield: 52.2%. RXN SMILES: C([O:5][C:6](=O)[N:7]([O:34][CH2:35][C:36]1[CH:41]=[CH:40][CH:39]=[CH:38][CH:37]=1)[CH2:8][C@@H:9]([C:14]([N:16]1[CH2:21][CH2:20][N:19]([C:22]2[CH:27]=[CH:26][C:25]([C:28]3[CH:33]=[CH:32][CH:31]=[CH:30][CH:29]=3)=[CH:24][CH:23]=2)[CH2:18][CH2:17]1)=[O:15])[CH2:10][CH:11]([CH3:13])[CH3:12])(C)(C)C.C(O)=O.C(OC(=O)C)(=O)C>>[CH2:35]([O:34][N:7]([CH2:8][C@@H:9]([C:14]([N:16]1[CH2:21][CH2:20][N:19]([C:22]2[CH:23]=[CH:24][C:25]([C:28]3[CH:33]=[CH:32][CH:31]=[CH:30][CH:29]=3)=[CH:26][CH:27]=2)[CH2:18][CH2:17]1)=[O:15])[CH2:10][CH:11]([CH3:13])[CH3:12])[CH:6]=[O:5])[C:36]1[CH:41]=[CH:40][CH:39]=[CH:38][CH:37]=1. Procedure details: The title product was obtained following the protocol of Example 1 (step c), but starting from tert-butyl(benzyloxy){(2S)-2-[(4-biphenyl-4-ylpiperazin-1-yl)carbonyl]-4-methyl pentyl}carbamate (219 mg, 0.46 mmol) and a preformed mixture of formic acid (875 μL; 23.2 mmol; 50 eq.) and acetic anhydride (220 μl; 2.32 mmol; 5.0 eq.) (mixture formed at 0° C. for 30 min). Purification by column chromatography (Silicagel, gradient from 33% EtOAc up to 50% EtOAc in c-Hex) gave the title product as a white... RXN SMILES: [F:1][C:2]1[CH:33]=[CH:32][C:5]([CH2:6][C:7]2[CH:16]=[C:15]3[C:10]([C:11]([OH:31])=[C:12]([C:26](OCC)=[O:27])[C:13](=[O:25])[N:14]3[CH2:17][CH2:18][N:19]3[CH2:23][CH2:22][CH2:21][C:20]3=[O:24])=[N:9][CH:8]=2)=[CH:4][CH:3]=1.[NH2:34][CH:35]([CH2:38][CH2:39][CH3:40])[CH2:36][OH:37]>>[F:1][C:2]1[CH:33]=[CH:32][C:5]([CH2:6][C:7]2[CH:16]=[C:15]3[C:10]([C:11]([OH:31])=[C:12]([C:26]([NH:34][CH:35]([CH2:36][OH:37])[CH2:38][CH2:39][CH3:40])=[O:27])[C:13](=[O:25])[N:14]3[CH2:17][CH2:18][N:19]3[CH2:23][CH2:22][CH2:21][C:20]3=[O:24])=[N:9][CH:8]=2)=[CH:4][CH:3]=1. Yields the product FC1=CC=C(C=C1)CC1=CN=C2C(=C(C(N(C2=C1)CCN1C(CCC1)=O)=O)C(=O)NC(CCC)CO)O (7-[(4-fluorophenyl)methyl]-4-hydroxy-N-[1-(hydroxymethyl)butyl]-2-oxo-1-[2-(2-oxo-1-pyrrolidinyl)ethyl]-1,2-dihydro-1,5-naphthyridine-3-carboxamide). Reported procedure: This compound was prepared from ethyl 7-(4-fluorobenzyl)-4-hydroxy-2-oxo-1-[2-(2-oxopyrrolidin-1-yl)ethyl]-1,2-dihydro-1,5-naphthyridine-3-carboxylate and 2-amino-1-pentanol using conditions similar to those employed in Example 563 to provide a white solid: 1H NMR (d6-DMSO) δ 10.31 (1H, d, J=8 Hz), 8.55 (1H, s), 8.12 (1H, s), 7.40 (2H, dd, J=6, 9 Hz), 7.13 (2H, t, J=9 Hz), 4.93 (1H, t, J=5 Hz), 4.30-4.46 (2H, m), 4.15 (2H, s), 3.94-4.03 (1H, m), 3.32-3.53 (6H, m), 1.88-2.05 (2H, m), 1.68-1.82 (2... Starting materials: FC1=CC=C(CC2=CN=C3C(=C(C(N(C3=C2)CCN2C(CCC2)=O)=O)C(=O)OCC)O)C=C1 (ethyl 7-(4-fluorobenzyl)-4-hydroxy-2-oxo-1-[2-(2-oxopyrrolidin-1-yl)ethyl]-1,2-dihydro-1,5-naphthyridine-3-carboxylate), NC(CO)CCC (2-amino-1-pentanol). Reactants: C(=O)(OC(C)(C)C)N1CC(C1)=O (N-Boc-azetidin-3-one), [BH-](OC(=O)C)(OC(=O)C)OC(=O)C.[Na+] (Na(OAc)3BH), C(C)(C)(C)OC(=O)N1CC(N(CC1)C1=NC=CC=N1)=O (3-Oxo-4-pyrimidin-2-yl-piperazine-1-carboxylic acid tert-butyl ester). Solvent: ClCCCl (1,2-dichloroethane), CC(=O)O (HOAc), C(=O)(C(F)(F)F)O (TFA), C(Cl)Cl (CH2Cl2). Yields the product C(C)(C)(C)OC(=O)N1CC(C1)N1CC(N(CC1)C1=NC=CC=N1)=O (3-(3-Oxo-4-pyrimidin-2-yl-piperazin-1-yl)-azetidine-1-carboxylic acid tert-butyl ester). The yield is 10.5%. As a reaction SMILES: C(O[C:6]([N:8]1[CH2:13][CH2:12][N:11]([C:14]2[N:19]=[CH:18][CH:17]=[CH:16][N:15]=2)[C:10](=[O:20])[CH2:9]1)=O)(C)(C)C.[C:21]([N:28]1[CH2:31]C(=O)[CH2:29]1)([O:23][C:24]([CH3:27])([CH3:26])[CH3:25])=[O:22].[BH-](OC(C)=O)(OC(C)=O)OC(C)=O.[Na+]>C(O)(C(F)(F)F)=O.C(Cl)Cl.ClCCCl.CC(O)=O>[C:24]([O:23][C:21]([N:28]1[CH2:31][CH:6]([N:8]2[CH2:13][CH2:12][N:11]([C:14]3[N:15]=[CH:16][CH:17]=[CH:18][N:19]=3)[C:10](=[O:20])[CH2:9]2)[CH2:29]1)=[O:22])([CH3:27])([CH3:26])[CH3:25] |f:2.3|. Procedure details: A solution of intermediate 3b (120 mg, 0.43 mmol) in TFA (0.75 mL) and CH2Cl2 (3 mL) was stirred at room temperature for 1.5 h. The solution was concentrated. The resulting residue was stirred with N-Boc-azetidin-3-one 1a (81 mg, 0.47 mmol) and Na(OAc)3BH (100, 0.47 mmol) in 1,2-dichloroethane (4 mL) and HOAc (0.2 mL) at room temperature overnight. The reaction was quenched with aq. NaHCO3. The resulting mixture was extracted with CH2Cl2. The organic solution was dried over Na2SO4 and concentrat...